This data is from the Open Reaction Database (ORD), a public repository of structured organic reaction records. The task is: describe an organic reaction: reactants, conditions, products, and yield Starting materials: CC(C)(C)OC(=O)C(N)CSC(c1ccccc1)(c1ccccc1)c1ccccc1, N=C(c1ccccc1)c1ccccc1, ClCCl. Product: CC(C)(C)OC(=O)C(CSC(c1ccccc1)(c1ccccc1)c1ccccc1)N=C(c1ccccc1)c1ccccc1. As a reaction SMILES: [C:1]([CH3:2])([CH3:3])([CH3:4])[O:5][C:6]([CH:7]([CH2:8][S:9][C:10]([c:11]1[cH:12][cH:13][cH:14][cH:15][cH:16]1)([c:17]1[cH:18][cH:19][cH:20][cH:21][cH:22]1)[c:23]1[cH:24][cH:25][cH:26][cH:27][cH:28]1)[NH2:29])=[O:30].[C:31]([c:32]1[cH:33][cH:34][cH:35][cH:36][cH:37]1)([c:38]1[cH:39][cH:40][cH:41][cH:42][cH:43]1)=[NH:44].[Cl:45][CH2:46][Cl:47]>>[C:1]([CH3:2])([CH3:3])([CH3:4])[O:5][C:6]([CH:7]([CH2:8][S:9][C:10]([c:11]1[cH:12][cH:13][cH:14][cH:15][cH:16]1)([c:17]1[cH:18][cH:19][cH:20][cH:21][cH:22]1)[c:23]1[cH:24][cH:25][cH:26][cH:27][cH:28]1)[N:29]=[C:31]([c:32]1[cH:33][cH:34][cH:35][cH:36][cH:37]1)[c:38]1[cH:39][cH:40][cH:41][cH:42][cH:43]1)=[O:30]. Reactants: C(C1=CC=CC=C1)C1=CC=NC=C1 (4-benzylpyridine), C([O-])([O-])=O.[K+].[K+] (potassium carbonate), OC1=CC=C(C=C1)C(CC)=O (4'-hydroxypropiophenone), BrBr (bromine), [H][H] (hydrogen). The reagents and catalysts are [Pt]=O (platinum oxide). Solvent: CO (methanol), CO (methanol), O (water), O1CCOCC1 (dioxane). Product: CC(C(C=1C=CC(=CC1)O)O)N2CCC(CC2)CC=3C=CC=CC3 (ifenprodil). The yield is 92.3%. Reaction SMILES: [OH:1][C:2]1[CH:7]=[CH:6][C:5]([C:8](=[O:11])[CH2:9][CH3:10])=[CH:4][CH:3]=1.BrBr.[CH2:14]([C:21]1[CH:26]=[CH:25][N:24]=[CH:23][CH:22]=1)[C:15]1[CH:20]=[CH:19][CH:18]=[CH:17][CH:16]=1.C(=O)([O-])[O-].[K+].[K+].[H][H]>[Pt]=O.CO.O.O1CCOCC1>[CH3:10][CH:9]([N:24]1[CH2:25][CH2:26][CH:21]([CH2:14][C:15]2[CH:16]=[CH:17][CH:18]=[CH:19][CH:20]=2)[CH2:22][CH2:23]1)[CH:8]([OH:11])[C:5]1[CH:6]=[CH:7][C:2]([OH:1])=[CH:3][CH:4]=1 |f:3.4.5|. Reported procedure: To 4 ml of dioxane were added 6.0 g of 4'-hydroxypropiophenone. 6.8 Grams of bromine were added dropwise to the mixture with stirring at room temperature, and the reaction liquid was stirred for an additional 10 minutes. To the reaction liquid were then added 7.5 g of 4-benzylpyridine, 2.1 g of potassium carbonate, 1 ml of water and 50 ml of methanol, and the mixture was refluxed under heating for 5 hours. After stopping the heating, 25 ml of methanol and 0.2 g of platinum oxide were added and h... Starting materials: [NH4+].[OH-] (NH4OH), N(=O)[O-].[Na+] (sodium nitrite), NC=1C=C2C[C@]3(C(NC4=NC=CC=C43)=O)CC2=CC1 ((R)-5-Amino-1,3-dihydrospiro[indene-2,3′-pyrrolo[2,3-b]pyridin]-2′(1′H)-one), NC=1C=C2C[C@]3(C(NC4=NC=CC=C43)=O)CC2=CC1 ((R)-5-Amino-1,3-dihydrospiro[indene-2,3′-pyrrolo[2,3-b]pyridin]-2′(1′H)-one). Solvent: O (water), OS(=O)(=O)O (H2SO4). Product: OC=1C=C2C[C@]3(C(NC4=NC=CC=C43)=O)CC2=CC1 ((2R)-5-Hydroxy-1,3-dihydrospiro[indene-2,3′-pyrrolo[2,3-b]pyridin]-2′(1′H)-one). RXN SMILES: N([O-])=O.[Na+].N[C:6]1[CH:7]=[C:8]2[C:21](=[CH:22][CH:23]=1)[CH2:20][C@:10]1([C:18]3[C:13](=[N:14][CH:15]=[CH:16][CH:17]=3)[NH:12][C:11]1=[O:19])[CH2:9]2.[NH4+].[OH-:25]>O.OS(O)(=O)=O>[OH:25][C:6]1[CH:7]=[C:8]2[C:21](=[CH:22][CH:23]=1)[CH2:20][C@:10]1([C:18]3[C:13](=[N:14][CH:15]=[CH:16][CH:17]=3)[NH:12][C:11]1=[O:19])[CH2:9]2 |f:0.1,3.4|. Procedure details: A solution of sodium nitrite (275 mg, 3.98 mmol) in water (1.6 mL) was slowly added to a cooled mixture of (2R)-5-Amino-1,3-dihydrospiro[indene-2,3′-pyrrolo[2,3-b]pyridin]-2′(1′H)-one (1.00 g, 3.98 mmol, Intermediate 1) in 10% H2SO4 (0.8 mL conc H2SO4+7.2 mL water) at 0° C. The ice bath was removed and the stirred reaction was allowed to warm to ambient temperature. The reaction was then placed into a 70° C. oil bath and heated to 100° C. Bubbling was observed and heating was continued until LCM... The reactants are FC1=CC=2C(=C3N=C4C=CC=CC4=C3N(C2C=C1)C)Cl (2-Fluoro-5-methyl-11-chloroquindoline), ClC1=CC=C(C=C1)S (4-chlorothiophenol). Run in C(C)OCCO (2-ethoxyethanol). Product: Cl.FC1=CC=2C(=C3N=C4C=CC=CC4=C3[NH+](C2C=C1)C)SC1=CC=C(C=C1)Cl (2-Fluoro-5-methyl-11-[(4-chlorophenyl)thio]quindolinium Hydrochloride). The yield is 66.7%. RXN SMILES: [F:1][C:2]1[CH:18]=[CH:17][C:16]2[N:15]([CH3:19])[C:14]3[C:6]([N:7]=[C:8]4[C:13]=3[CH:12]=[CH:11][CH:10]=[CH:9]4)=[C:5]([Cl:20])[C:4]=2[CH:3]=1.[Cl:21][C:22]1[CH:27]=[CH:26][C:25]([SH:28])=[CH:24][CH:23]=1>C(OCCO)C>[ClH:20].[F:1][C:2]1[CH:18]=[CH:17][C:16]2[NH+:15]([CH3:19])[C:14]3[C:6]([N:7]=[C:8]4[C:13]=3[CH:12]=[CH:11][CH:10]=[CH:9]4)=[C:5]([S:28][C:25]3[CH:26]=[CH:27][C:22]([Cl:21])=[CH:23][CH:24]=3)[C:4]=2[CH:3]=1 |f:3.4|. Reported procedure: To a solution of 2-fluoro-5-methyl-11-chloroquindoline from Example 24 (56 mg, 0.209 mmol) in 2-ethoxyethanol (5 mL) was added 4-chlorothiophenol (36 mg, 120 mol %). The reaction mixture was refluxed for 10 min, during which time the reaction mixture became orange and an orange precipitate formed. The reaction mixture was cooled to room temperature, filtered, and the solid was washed with ether and dried, affording 60 mg (73%) of the title compound, mp 254-256° C.; 1H NMR (DMSO-d6) δ 13.18 (s, 1...